Dataset: the Open Reaction Database (ORD), a public repository of structured organic reaction records. Task: describe an organic reaction: reactants, conditions, products, and yield Starting materials: C(C)(C)[Mg]Br (iso-propyl-magnesium bromide), IC=1C=C(C#N)C=CC1 (3-iodo-benzonitrile), O1CCOC12CCC(CC2)=O (1,4-dioxa-spiro[4.5]decan-8-one). Solvent: C1CCOC1 (THF), C1CCOC1 (THF). Run at time 30 minute. The product is OC1(CCC2(OCCO2)CC1)C=1C=C(C#N)C=CC1 (3-(8-Hydroxy-1,4-dioxa-spiro[4.5]dec-8-yl)-benzonitrile). RXN SMILES: C([Mg]Br)(C)C.I[C:7]1[CH:8]=[C:9]([CH:12]=[CH:13][CH:14]=1)[C:10]#[N:11].[O:15]1[C:19]2([CH2:24][CH2:23][C:22](=[O:25])[CH2:21][CH2:20]2)[O:18][CH2:17][CH2:16]1>C1COCC1>[OH:25][C:22]1([C:7]2[CH:8]=[C:9]([CH:12]=[CH:13][CH:14]=2)[C:10]#[N:11])[CH2:23][CH2:24][C:19]2([O:15][CH2:16][CH2:17][O:18]2)[CH2:20][CH2:21]1. Procedure details: A solution of iso-propyl-magnesium bromide (Aldrich, 2.0 M in THF, 8 mL, 16 mmol) was slowly dropped into a solution of 3-iodo-benzonitrile (Aldrich, 3.25 g, 14.2 mmol) in THF (20 mL) at 0° C. After addition, the reaction was stirred for another 30 min. A solution of 1,4-dioxa-spiro[4.5]decan-8-one (2.22 g, 14.2 mmol) in THF (5 mL) was added to the reaction mixture at 0° C. The reaction was then stirred for additional 2 hours. The reaction was quenched with diluted NH4Cl solution and warmed to r... Reactants: CCCC1CCC(N)C(c2ccccc2)N1, CCCC1CCC(N)C(c2ccccc2)N1, CCCC1CCC(N)C(c2ccccc2)N1, COc1cc2c(cc1C=O)N(C)C(=O)CC2. The product is CCCC1CCC(NCc2cc3c(cc2OC)CCC(=O)N3C)C(c2ccccc2)N1. RXN SMILES: [CH2:17]([CH:18]1[NH:19][CH:20]([c:21]2[cH:22][cH:23][cH:24][cH:25][cH:26]2)[CH:27]([NH2:28])[CH2:29][CH2:30]1)[CH2:31][CH3:32].[CH2:1]([CH2:2][CH3:3])[CH:4]1[CH2:5][CH2:6][CH:7]([NH2:16])[CH:8]([c:10]2[cH:11][cH:12][cH:13][cH:14][cH:15]2)[NH:9]1.[CH2:33]([CH:34]1[NH:35][CH:36]([c:37]2[cH:38][cH:39][cH:40][cH:41][cH:42]2)[CH:43]([NH2:44])[CH2:45][CH2:46]1)[CH2:47][CH3:48].[CH3:49][O:50][c:51]1[cH:52][c:53]2[c:58]([cH:59][c:60]1[CH:61]=[O:62])[N:57]([CH3:63])[C:56](=[O:64])[CH2:55][CH2:54]2>>[CH2:1]([CH2:2][CH3:3])[CH:4]1[CH2:5][CH2:6][CH:7]([NH:16][CH2:61][c:60]2[c:51]([O:50][CH3:49])[cH:52][c:53]3[c:58]([cH:59]2)[N:57]([CH3:63])[C:56](=[O:64])[CH2:55][CH2:54]3)[CH:8]([c:10]2[cH:11][cH:12][cH:13][cH:14][cH:15]2)[NH:9]1. The reactants are CC(C)(C)c1ccc(C(=O)Nc2ccccc2NC(=O)c2cccc(C#N)c2)cc1, O=C([O-])[O-], CS(C)=O, [K+], [K+], O, OO. The product is CC(C)(C)c1ccc(C(=O)Nc2ccccc2NC(=O)c2cccc(C(N)=O)c2)cc1. As a reaction SMILES: [C:1](#[N:2])[c:3]1[cH:4][c:5]([C:6](=[O:7])[NH:8][c:9]2[c:10]([NH:15][C:16]([c:17]3[cH:18][cH:19][c:20]([C:23]([CH3:24])([CH3:25])[CH3:26])[cH:21][cH:22]3)=[O:27])[cH:11][cH:12][cH:13][cH:14]2)[cH:28][cH:29][cH:30]1.[C:33]([O-:34])(=[O:35])[O-:36].[CH3:39][S:40]([CH3:41])=[O:42].[K+:37].[K+:38].[OH2:43].[OH:31][OH:32]>>[C:1]([NH2:2])([c:3]1[cH:4][c:5]([C:6](=[O:7])[NH:8][c:9]2[c:10]([NH:15][C:16]([c:17]3[cH:18][cH:19][c:20]([C:23]([CH3:24])([CH3:25])[CH3:26])[cH:21][cH:22]3)=[O:27])[cH:11][cH:12][cH:13][cH:14]2)[cH:28][cH:29][cH:30]1)=[O:34]. Reactants: O=C(Cl)c1ccc(Br)cc1, CCO, NCCCn1ccnc1. Product: O=C(NCCCn1ccnc1)c1ccc(Br)cc1. Reaction SMILES: [Br:10][c:11]1[cH:12][cH:13][c:14]([C:15](=[O:16])[Cl:17])[cH:18][cH:19]1.[CH3:20][CH2:21][OH:22].[NH2:1][CH2:2][CH2:3][CH2:4][n:5]1[cH:6][n:7][cH:8][cH:9]1>>[NH:1]([CH2:2][CH2:3][CH2:4][n:5]1[cH:6][n:7][cH:8][cH:9]1)[C:15]([c:14]1[cH:13][cH:12][c:11]([Br:10])[cH:19][cH:18]1)=[O:16]. The reactants are O=CC=Cc1ccc(Br)cc1, O=C([O-])[O-], CO, Cc1ccccc1, ClCCl, [Na+], [Na+], c1ccc(P(c2ccccc2)(c2ccccc2)[Pd](P(c2ccccc2)(c2ccccc2)c2ccccc2)(P(c2ccccc2)(c2ccccc2)c2ccccc2)P(c2ccccc2)(c2ccccc2)c2ccccc2)cc1, OB(O)c1cccnc1. The product is O=CC=Cc1ccc(-c2cccnc2)cc1. As a reaction SMILES: [Br:16][c:17]1[cH:18][cH:19][c:20]([CH:21]=[CH:22][CH:23]=[O:24])[cH:25][cH:26]1.[C:1](=[O:2])([O-:3])[O-:4].[CH3:27][OH:28].[CH3:29][c:30]1[cH:31][cH:32][cH:33][cH:34][cH:35]1.[Cl:36][CH2:37][Cl:38].[Na+:5].[Na+:6].[cH:39]1[cH:40][cH:41][c:42]([P:43]([Pd:44]([P:45]([c:46]2[cH:47][cH:48][cH:49][cH:50][cH:51]2)([c:52]2[cH:53][cH:54][cH:55][cH:56][cH:57]2)[c:58]2[cH:59][cH:60][cH:61][cH:62][cH:63]2)([P:64]([c:65]2[cH:66][cH:67][cH:68][cH:69][cH:70]2)([c:71]2[cH:72][cH:73][cH:74][cH:75][cH:76]2)[c:77]2[cH:78][cH:79][cH:80][cH:81][cH:82]2)[P:83]([c:84]2[cH:85][cH:86][cH:87][cH:88][cH:89]2)([c:90]2[cH:91][cH:92][cH:93][cH:94][cH:95]2)[c:96]2[cH:97][cH:98][cH:99][cH:100][cH:101]2)([c:102]2[cH:103][cH:104][cH:105][cH:106][cH:107]2)[c:108]2[cH:109][cH:110][cH:111][cH:112][cH:113]2)[cH:114][cH:115]1.[n:7]1[cH:8][c:9]([B:13]([OH:14])[OH:15])[cH:10][cH:11][cH:12]1>>[n:7]1[cH:8][c:9](-[c:17]2[cH:18][cH:19][c:20]([CH:21]=[CH:22][CH:23]=[O:24])[cH:25][cH:26]2)[cH:10][cH:11][cH:12]1. Starting materials: ClC=1C=CC(=NC1)NC(=O)CN1C(=NC2=C1C=CC(=C2)C(=O)O)C(NC2CCN(CC2)C(C)C)=O (1-[(5-chloro-pyridin-2-ylcarbamoyl)-methyl]-2-(1-isopropyl-piperidin-4-ylcarbamoyl)-1H-benzoimidazole-5-carboxylic acid), CNCCO (N-methyl-2-aminoethanol). Product: 5-[(2-hydroxy-ethyl)-methyl-amide]2-[(1-isopropyl-piperidin-4-yl)-amide]1-[(5-Chloro-pyridin-2-ylcarbamoyl)-methyl]-1H-benzoimidazole-2,5-dicarboxylic acid 5-[(2-hydroxy-ethyl)-methyl-amide]2-[(1-isopropyl-piperidin-4-yl)-amide], ClC=1C=CC(=NC1)NC(=O)CN1C(=NC2=C1C=CC(=C2)C(=O)O)C(=O)O (1-[(5-Chloro-pyridin-2-ylcarbamoyl)-methyl]-1H-benzoimidazole-2,5-dicarboxylic acid). As a reaction SMILES: [Cl:1][C:2]1[CH:3]=[CH:4][C:5]([NH:8][C:9]([CH2:11][N:12]2[C:16]3[CH:17]=[CH:18][C:19]([C:21]([OH:23])=[O:22])=[CH:20][C:15]=3[N:14]=[C:13]2[C:24](=[O:35])NC2CCN(C(C)C)CC2)=[O:10])=[N:6][CH:7]=1.CNCC[OH:40]>>[Cl:1][C:2]1[CH:3]=[CH:4][C:5]([NH:8][C:9]([CH2:11][N:12]2[C:16]3[CH:17]=[CH:18][C:19]([C:21]([OH:23])=[O:22])=[CH:20][C:15]=3[N:14]=[C:13]2[C:24]([OH:40])=[O:35])=[O:10])=[N:6][CH:7]=1. Procedure: 5-[(2-hydroxy-ethyl)-methyl-amide]2-[(1-isopropyl-piperidin-4-yl)-amide]1-[(5-Chloro-pyridin-2-ylcarbamoyl)-methyl]-1H-benzoimidazole-2,5-dicarboxylic acid 5-[(2-hydroxy-ethyl)-methyl-amide]2-[(1-isopropyl-piperidin-4-yl)-amide] was prepared by a procedure according to example 22 starting from 50 mg (0.10 mmol) 1-[(5-chloro-pyridin-2-ylcarbamoyl)-methyl]-2-(1-isopropyl-piperidin-4-ylcarbamoyl)-1H-benzoimidazole-5-carboxylic acid and 8.3 mg (0.11 mmol) N-methyl-2-aminoethanol. The title compound ... Starting materials: hydrochloride salt, di(ethyleneglycol)methyl ether, C(=O)=O (CO2), ClC1=CC=C(N)C=C1 (4-chloroaniline), O1[C-]=NC(C1)=O (2-oxazolidone). Conditions: temperature 160 celsius. Yields the product ClC1=CC=C(NCCN)C=C1 (4-chloroanilinoethylamine). Yield: 70.9%. Reaction SMILES: [Cl:1][C:2]1[CH:8]=[CH:7][C:5]([NH2:6])=[CH:4][CH:3]=1.O1[CH2:13][C:12](=O)[N:11]=[C-]1.C(=O)=O>>[Cl:1][C:2]1[CH:8]=[CH:7][C:5]([NH:6][CH2:13][CH2:12][NH2:11])=[CH:4][CH:3]=1. Procedure: The hydrochloride salt of 4-chloroaniline (6.2 g, 38 mmol) and 2-oxazolidone (3.29 g, 38 mmol) was suspended in a minimal amount of di(ethyleneglycol)methyl ether and the resulting suspension heated at 160° C. After 4 h CO2 evolution ceased and the reaction mixture was cooled to ambient temperature. The resulting solid was crystallized from EtOH/ether to yield 4.6 g (58%) of 4-chloroanilinoethylamine as its HCl salt. MS (CI) (M+H)+ at m/z 171. The free amine was prepared by partitioning the HCl ... The reactants are [BH3-]C#N, CCOC(O)C(F)(F)F, Nc1ccc([N+](=O)[O-])cc1O, [Na+], O=C(O)C(F)(F)F. The product is O=[N+]([O-])c1ccc(NCC(F)(F)F)c(O)c1. As a reaction SMILES: [C:21]([BH3-:22])#[N:23].[CH2:12]([O:13][CH:15]([OH:14])[C:16]([F:17])([F:18])[F:19])[CH3:20].[NH2:1][c:2]1[c:3]([OH:11])[cH:4][c:5]([N+:8](=[O:9])[O-:10])[cH:6][cH:7]1.[Na+:24].[OH:25][C:26]([C:27]([F:28])([F:29])[F:30])=[O:31]>>[NH:1]([c:2]1[c:3]([OH:11])[cH:4][c:5]([N+:8](=[O:9])[O-:10])[cH:6][cH:7]1)[CH2:15][C:16]([F:17])([F:18])[F:19]. Starting materials: CC(=O)C (acetone), [OH-].[Na+] (sodium hydroxide), C1=CC=CC=2C3=CC=CC=C3NC12 (carbazole), S(=O)(=O)(OC)[O-] (methyl sulfate). Run in O (water). Yields the product CN1C2=CC=CC=C2C=2C=CC=CC12 (N-methylcarbazole). RXN SMILES: [CH3:1]C(C)=O.[CH:5]1[C:17]2[NH:16][C:15]3[C:10](=[CH:11][CH:12]=[CH:13][CH:14]=3)[C:9]=2[CH:8]=[CH:7][CH:6]=1.S([O-])(OC)(=O)=O.[OH-].[Na+]>O>[CH3:1][N:16]1[C:15]2[CH:14]=[CH:13][CH:12]=[CH:11][C:10]=2[C:9]2[C:17]1=[CH:5][CH:6]=[CH:7][CH:8]=2 |f:3.4|. Procedure details: The 9-substituted lower alkyl carbazoles are obtained in almost quantitative yield by the action of a concentrated aqueous solution of sodium or potassium hydroxide upon an acetone solution of carbazole using an appropriate lower alkyl iodide or sulfate. Thus, for example, when an acetone solution of carbazole and methyl sulfate is mixed with an aqueous solution of sodium hydroxide, vigorously shaken and poured into water, an almost quantitative yield of N-methylcarbazole is obtained.